This data is from the Open Reaction Database (ORD), a public repository of structured organic reaction records. The task is: describe an organic reaction: reactants, conditions, products, and yield Reactants: NC1=NC=C2C(=N1)N(N=C2C=2C=C(C=O)C=CC2OC)C (3-(6-Amino-1-methyl-1H-pyrazolo[3,4-d]pyrimidin-3-yl)-4-methoxy-benzaldehyde), CC(C)=CC (2-methyl-2-butene), Cl(=O)[O-].[Na+] (sodium chlorite), P(=O)(O)(O)[O-].[Na+] (sodium dihydrogen phosphate). Run in C(C)(C)(C)O (t-butanol), O (water). Run at time 48 hour. Yields the product NC1=NC=C2C(=N1)N(N=C2C=2C=C(C(=O)O)C=CC2OC)C (3-(6-Amino-1-methyl-1H-pyrazolo[3,4-d]pyrimidin-3-yl)-4-methoxy-benzoic acid). RXN SMILES: [NH2:1][C:2]1[N:7]=[C:6]2[N:8]([CH3:21])[N:9]=[C:10]([C:11]3[CH:12]=[C:13]([CH:16]=[CH:17][C:18]=3[O:19][CH3:20])[CH:14]=[O:15])[C:5]2=[CH:4][N:3]=1.CC(=CC)C.Cl([O-])=[O:28].[Na+].P([O-])(O)(O)=O.[Na+]>C(O)(C)(C)C.O>[NH2:1][C:2]1[N:7]=[C:6]2[N:8]([CH3:21])[N:9]=[C:10]([C:11]3[CH:12]=[C:13]([CH:16]=[CH:17][C:18]=3[O:19][CH3:20])[C:14]([OH:28])=[O:15])[C:5]2=[CH:4][N:3]=1 |f:2.3,4.5|. Procedure details: 3-(6-Amino-1-methyl-1H-pyrazolo[3,4-d]pyrimidin-3-yl)-4-methoxy-benzaldehyde (Example 75) (0.5 g, 1.77 mmol) is suspended in t-butanol (12 ml) and 2-methyl-2-butene (0.562 ml, 5.31 mmol). To this is added a solution of sodium chlorite (0.367 g, 4.06 mmol) and sodium dihydrogen phosphate (0.848 g, 7.06 mmol) in water (5 ml). The reaction mixture is stirred at room temperature for 48 hours and the resulting precipitate is collected by filtration, dissolved in saturated aqueous NaHCO3 (100 ml) and ... The reactants are CCOCCO, NCc1cccnc1, O, S=C1Nc2ccccc2Nc2ncccc21. The product is c1cncc(CNC2=Nc3ccccc3Nc3ncccc32)c1. RXN SMILES: [CH3:26][CH2:27][O:28][CH2:29][CH2:30][OH:31].[NH2:17][CH2:18][c:19]1[cH:20][n:21][cH:22][cH:23][cH:24]1.[OH2:25].[n:1]1[cH:2][cH:3][cH:4][c:5]2[c:6]1[NH:7][c:8]1[c:9]([cH:13][cH:14][cH:15][cH:16]1)[NH:10][C:11]2=[S:12]>>[n:1]1[cH:2][cH:3][cH:4][c:5]2[c:6]1[NH:7][c:8]1[c:9]([cH:13][cH:14][cH:15][cH:16]1)[N:10]=[C:11]2[NH:17][CH2:18][c:19]1[cH:20][n:21][cH:22][cH:23][cH:24]1. Starting materials: COc1cc(N2CCN(C(=O)Cn3nc(I)c(Cl)c3C)CC2)ccc1Cl, c1ccc2[nH]cnc2c1. Product: COc1cc(N2CCN(C(=O)Cn3nc(-n4cnc5ccccc54)c(Cl)c3C)CC2)ccc1Cl. Reaction SMILES: [I:1][c:2]1[n:3][n:4]([CH2:9][C:10](=[O:11])[N:12]2[CH2:13][CH2:14][N:15]([c:18]3[cH:19][c:20]([O:25][CH3:26])[c:21]([Cl:24])[cH:22][cH:23]3)[CH2:16][CH2:17]2)[c:5]([CH3:8])[c:6]1[Cl:7].[n:27]1[cH:28][nH:29][c:30]2[c:31]1[cH:32][cH:33][cH:34][cH:35]2>>[c:2]1(-[n:27]2[cH:28][n:29][c:30]3[c:31]2[cH:32][cH:33][cH:34][cH:35]3)[n:3][n:4]([CH2:9][C:10](=[O:11])[N:12]2[CH2:13][CH2:14][N:15]([c:18]3[cH:19][c:20]([O:25][CH3:26])[c:21]([Cl:24])[cH:22][cH:23]3)[CH2:16][CH2:17]2)[c:5]([CH3:8])[c:6]1[Cl:7]. Starting materials: CC(C)(C)OC(=O)N1C(C=O)COC1(C)C, CCCC[N+](CCCC)(CCCC)CCCC, [F-], O=[N+]([O-])CCc1cc(F)cc(F)c1, C1CCOC1. Product: CC(C)(C)OC(=O)N1C(C(O)C(Cc2cc(F)cc(F)c2)[N+](=O)[O-])COC1(C)C. RXN SMILES: [C:19]([CH3:20])([CH3:21])([CH3:22])[O:23][C:24](=[O:25])[N:26]1[C:27]([CH3:33])([CH3:34])[O:28][CH2:29][CH:30]1[CH:31]=[O:32].[CH3:2][CH2:3][CH2:4][CH2:5][N+:6]([CH2:7][CH2:8][CH2:9][CH3:10])([CH2:11][CH2:12][CH2:13][CH3:14])[CH2:15][CH2:16][CH2:17][CH3:18].[F-:1].[F:35][c:36]1[cH:37][c:38]([F:47])[cH:39][c:40]([CH2:42][CH2:43][N+:44](=[O:45])[O-:46])[cH:41]1.[O:48]1[CH2:49][CH2:50][CH2:51][CH2:52]1>>[C:19]([CH3:20])([CH3:21])([CH3:22])[O:23][C:24](=[O:25])[N:26]1[C:27]([CH3:33])([CH3:34])[O:28][CH2:29][CH:30]1[CH:31]([OH:32])[CH:43]([CH2:42][c:40]1[cH:39][c:38]([F:47])[cH:37][c:36]([F:35])[cH:41]1)[N+:44](=[O:45])[O-:46]. Starting materials: COC=1C=CC(=CC1)C(=O)O (p-methoxybenzoic acid), C1(O)=CC=C(O)C=C1 (hydroquinone), B(O)(O)O (boric acid), S(O)(O)(=O)=O (sulfuric acid). The solvent is O (water). The product is OC1=CC=C(C=C1)OC(C1=CC=C(C=C1)OC)=O (4-methoxybenzoic acid-4-hydroxyphenyl ester). As a reaction SMILES: [CH3:1][O:2][C:3]1[CH:4]=[CH:5][C:6]([C:9]([OH:11])=[O:10])=[CH:7][CH:8]=1.[C:12]1([CH:19]=[CH:18][C:16](O)=[CH:15][CH:14]=1)[OH:13].B(O)(O)O.S(=O)(=O)(O)O>O>[OH:13][C:12]1[CH:19]=[CH:18][C:16]([O:10][C:9](=[O:11])[C:6]2[CH:5]=[CH:4][C:3]([O:2][CH3:1])=[CH:8][CH:7]=2)=[CH:15][CH:14]=1. Reported procedure: 912 g p-methoxybenzoic acid and 660 g hydroquinone are heated under reflux in the presence of 12 g boric acid and ml sulfuric acid (98%) until the elimination of water is over. After cooling, the crystals precipitating are filtered under suction, washed and redried. Yield: 1250 g colorless crystals. Melting point: 162°-165° C. Mp. J. Org. Chem. 37, 1425 (1972) 156° C. Procedure: Acetyl chloride (1.04 mL, 14.7 mmol) was added in one portion to a slurry of 3-amino-5-undecyl-1H-1,2,4-triazole (3.50 g, 14.7 mmol) in THF (100 mL). The resulting slurry was stirred (1 hour, 25° C.), then concentrated in vacuo. The residue was suspended in ethyl acetate (300 mL), washed with ice cold water (2×100 mL), washed with ice cold brine (1×100 mL), then dried (MgSO4) and concentrated to yield 3.66 g (89.3%) of 2-acetyl-3-amino-5-undecyl-2H-1,2,4-triazole as a waxy solid. The reactants are C(C)(=O)Cl (Acetyl chloride), NC1=NNC(=N1)CCCCCCCCCCC (3-amino-5-undecyl-1H-1,2,4-triazole). RXN SMILES: [C:1](Cl)(=[O:3])[CH3:2].[NH2:5][C:6]1[N:10]=[C:9]([CH2:11][CH2:12][CH2:13][CH2:14][CH2:15][CH2:16][CH2:17][CH2:18][CH2:19][CH2:20][CH3:21])[NH:8][N:7]=1>C1COCC1>[C:1]([N:7]1[C:6]([NH2:5])=[N:10][C:9]([CH2:11][CH2:12][CH2:13][CH2:14][CH2:15][CH2:16][CH2:17][CH2:18][CH2:19][CH2:20][CH3:21])=[N:8]1)(=[O:3])[CH3:2]. Conditions: temperature 25 celsius, time 1 hour. Yields the product C(C)(=O)N1N=C(N=C1N)CCCCCCCCCCC (2-acetyl-3-amino-5-undecyl-2H-1,2,4-triazole). The yield is 88.8%. The solvent is C1CCOC1 (THF). Reactants: O=C(Cl)Cl, C[Si](C)(C)N=[N+]=[N-], Cc1ccccc1, CC1CC1(F)F, [N-]=[N+]=[N-]. The product is CC1(N=C=O)CC1(F)F. Reaction SMILES: [C:1](=[O:2])([Cl:3])[Cl:4].[CH3:11][Si:12]([N:15]=[N+:13]=[N-:14])([CH3:16])[CH3:17].[CH3:21][c:22]1[cH:23][cH:24][cH:25][cH:26][cH:27]1.[F:5][C:6]1([F:10])[CH:7]([CH3:9])[CH2:8]1.[N-:18]=[N+:19]=[N-:20]>>[C:1](=[O:2])=[N:15][C:7]1([CH3:9])[C:6]([F:5])([F:10])[CH2:8]1. The reactants are C=CCBr, C1CCOC1, [H-], [Na+], C=CCC(CO)CC1COC(C)(C)N1C(=O)OC(C)(C)C. The product is C=CCOCC(CC=C)CC1COC(C)(C)N1C(=O)OC(C)(C)C. Reaction SMILES: [CH2:24]([CH:25]=[CH2:26])[Br:27].[CH2:28]1[O:29][CH2:30][CH2:31][CH2:32]1.[H-:23].[Na+:22].[OH:1][CH2:2][CH:3]([CH2:4][CH:5]1[N:6]([C:12](=[O:13])[O:14][C:15]([CH3:16])([CH3:17])[CH3:18])[C:7]([CH3:10])([CH3:11])[O:8][CH2:9]1)[CH2:19][CH:20]=[CH2:21]>>[O:1]([CH2:2][CH:3]([CH2:4][CH:5]1[N:6]([C:12](=[O:13])[O:14][C:15]([CH3:16])([CH3:17])[CH3:18])[C:7]([CH3:10])([CH3:11])[O:8][CH2:9]1)[CH2:19][CH:20]=[CH2:21])[CH2:26][CH:25]=[CH2:24]. The reactants are C(C)(C)(C)C1=C(C(=[N+](C=C1)[O-])C)C (4-tert-butyl-2,3-dimethylpyridine N-oxide), ClC(C(=O)Cl)(Cl)Cl (trichloroacetyl chloride), C([O-])(O)=O.[Na+] (sodium bicarbonate). Run in C(Cl)(Cl)Cl (chloroform). Yields the product ClCC1=NC=CC(=C1C)C(C)(C)C (2-chloromethyl-4-tert-butyl-3-methylpyridine). Reaction SMILES: [C:1]([C:5]1[CH:10]=[CH:9][N+:8]([O-])=[C:7]([CH3:12])[C:6]=1[CH3:13])([CH3:4])([CH3:3])[CH3:2].[Cl:14]C(Cl)(Cl)C(Cl)=O.C(=O)(O)[O-].[Na+]>C(Cl)(Cl)Cl>[Cl:14][CH2:12][C:7]1[C:6]([CH3:13])=[C:5]([C:1]([CH3:4])([CH3:3])[CH3:2])[CH:10]=[CH:9][N:8]=1 |f:2.3|. Procedure details: A solution of 9.8 g of 4-tert-butyl-2,3-dimethylpyridine N-oxide in 120 ml of abs. chloroform is boiled at reflux under argon and treated through the condenser with 25.5 ml of trichloroacetyl chloride. After 22 hours the reaction mixture is poured on to ice, whereupon 10% sodium bicarbonate solution is added, the mixture is extracted with methylene chloride and the methylene chloride solution is dried and concentrated. The thus-obtained crude product is chromatographed on silica gel (solvent: me...